From a dataset of the Open Reaction Database (ORD), a public repository of structured organic reaction records. describe an organic reaction: reactants, conditions, products, and yield Starting materials: C1(=CC=CC=C1)N(C(=O)C=1C(=NOC1C)C1=CC=CC=C1)CCN(C)C (N-phenyl-N-(2-dimethylaminoethyl)-5-methyl-3-phenyl-4-isoxazole carboxamide), CCCCCC (hexane). The reagents and catalysts are [Pd] (palladium on carbon). Solvent: CN(C=O)C (dimethylformamide). Yields the product NC(=C(C(=O)N(C1=CC=CC=C1)CCN(C)C)C(C)=O)C1=CC=CC=C1 (2-(aminophenylmethylene)-N-(2-dimethylaminoethyl)-N-phenyl-3-oxobutanamide). RXN SMILES: [C:1]1([N:7]([CH2:22][CH2:23][N:24]([CH3:26])[CH3:25])[C:8]([C:10]2[C:11]([C:16]3[CH:21]=[CH:20][CH:19]=[CH:18][CH:17]=3)=[N:12][O:13][C:14]=2[CH3:15])=[O:9])[CH:6]=[CH:5][CH:4]=[CH:3][CH:2]=1.CCCCCC>[Pd].CN(C)C=O>[NH2:12][C:11]([C:16]1[CH:17]=[CH:18][CH:19]=[CH:20][CH:21]=1)=[C:10]([C:14](=[O:13])[CH3:15])[C:8]([N:7]([CH2:22][CH2:23][N:24]([CH3:25])[CH3:26])[C:1]1[CH:6]=[CH:5][CH:4]=[CH:3][CH:2]=1)=[O:9]. Reported procedure: A mixture of 35 grams (0.1 mole) of N-phenyl-N-(2-dimethylaminoethyl)-5-methyl-3-phenyl-4-isoxazole carboxamide and 3.8 grams of 10% palladium on carbon in 200 milliliters of dimethylformamide is hydrogenated at 50 psi and 50°-60° C. overnight. The mixture is cooled, filtered, and the filtrate evaporated in vacuo. The residue obtained is then treated with hexane and the resulting crystals triturated with ether to give 2-(aminophenylmethylene)-N-(2-dimethylaminoethyl)-N-phenyl-3-oxobutanamide; M.... The reactants are FC1=C(C=CC(=C1)F)[N+](=O)[O-] (2,4-difluoro-1-nitro-benzene), C(C)OC(C(F)(F)F)O (1-ethoxy-2,2,2-trifluoro-ethanol). Yields the product C(C)OC(C(F)(F)F)OC1=C(N)C=CC(=C1)F (2-(1-ethoxy-2,2,2-trifluoro-ethoxy)-4-fluoro-aniline). As a reaction SMILES: F[C:2]1[CH:7]=[C:6]([F:8])[CH:5]=[CH:4][C:3]=1[N+:9]([O-])=O.[CH2:12]([O:14][CH:15]([OH:20])[C:16]([F:19])([F:18])[F:17])[CH3:13]>>[CH2:12]([O:14][CH:15]([O:20][C:2]1[CH:7]=[C:6]([F:8])[CH:5]=[CH:4][C:3]=1[NH2:9])[C:16]([F:19])([F:18])[F:17])[CH3:13]. Procedure details: Was prepared in a similar manner as intermediate III.1 from 2,4-difluoro-1-nitro-benzene and 1-ethoxy-2,2,2-trifluoro-ethanol.